Dataset: the Open Reaction Database (ORD), a public repository of structured organic reaction records. Task: describe an organic reaction: reactants, conditions, products, and yield The reactants are ClC=1C=C(C=CC1F)NC=1C2=C(N=CN1)C=NC(=N2)NC[C@@H]2CC[C@H](CC2)NC(=O)OCC2=CC=CC=C2 (4-[(3-chloro-4-fluorophenyl)amino]-6-(trans-4-(benzyloxycarbonylamino)cyclohexylmethylamino]pyrimido-[5,4-d]pyrimidine). Solvent: C(Cl)Cl.CO (methylene chloride methanol). Yields the product ClC=1C=C(C=CC1F)NC=1C2=C(N=CN1)C=NC(=N2)NC[C@@H]2CC[C@H](CC2)N (4-[(3-Chloro-4-fluorophenyl)amino]-6-[(trans-4-aminocyclohexyl)methylamino]pyrimido[5,4-d]pyrimidine). Reaction SMILES: [Cl:1][C:2]1[CH:3]=[C:4]([NH:9][C:10]2[C:11]3[N:19]=[C:18]([NH:20][CH2:21][C@H:22]4[CH2:27][CH2:26][C@H:25]([NH:28]C(OCC5C=CC=CC=5)=O)[CH2:24][CH2:23]4)[N:17]=[CH:16][C:12]=3[N:13]=[CH:14][N:15]=2)[CH:5]=[CH:6][C:7]=1[F:8]>C(Cl)Cl.CO>[Cl:1][C:2]1[CH:3]=[C:4]([NH:9][C:10]2[C:11]3[N:19]=[C:18]([NH:20][CH2:21][C@H:22]4[CH2:27][CH2:26][C@H:25]([NH2:28])[CH2:24][CH2:23]4)[N:17]=[CH:16][C:12]=3[N:13]=[CH:14][N:15]=2)[CH:5]=[CH:6][C:7]=1[F:8] |f:1.2|. Procedure: Prepared from 4-[(3-chloro-4-fluorophenyl)amino]-6-(trans-4-(benzyloxycarbonylamino)cyclohexylmethylamino]pyrimido-[5,4-d]pyrimidine by catalytic hydrogenation. Melting point: 166°-169° C.; Rf : 0.53 (silica gel; methylene chloride/methanol/concentrated ammonia=10:1:0.05); Mass spectrum: M+ =401/403 (Cl) The reactants are CCN(C(C)C)C(C)C, NCC1CCCCC1, ClCCl, O=C(O)c1cccc(N2CCN(CCC(c3ccccc3)c3ccccc3)CC2)c1. Product: O=C(NCC1CCCCC1)c1cccc(N2CCN(CCC(c3ccccc3)c3ccccc3)CC2)c1. Reaction SMILES: [CH:31]([N:32]([CH:33]([CH3:34])[CH3:35])[CH2:36][CH3:37])([CH3:38])[CH3:39].[CH:40]1([CH2:46][NH2:47])[CH2:41][CH2:42][CH2:43][CH2:44][CH2:45]1.[Cl:48][CH2:49][Cl:50].[c:1]1([CH:7]([CH2:8][CH2:9][N:10]2[CH2:11][CH2:12][N:13]([c:16]3[cH:17][c:18]([C:19](=[O:20])[OH:21])[cH:22][cH:23][cH:24]3)[CH2:14][CH2:15]2)[c:25]2[cH:26][cH:27][cH:28][cH:29][cH:30]2)[cH:2][cH:3][cH:4][cH:5][cH:6]1>>[c:1]1([CH:7]([CH2:8][CH2:9][N:10]2[CH2:11][CH2:12][N:13]([c:16]3[cH:17][c:18]([C:19](=[O:20])[NH:47][CH2:46][CH:40]4[CH2:41][CH2:42][CH2:43][CH2:44][CH2:45]4)[cH:22][cH:23][cH:24]3)[CH2:14][CH2:15]2)[c:25]2[cH:26][cH:27][cH:28][cH:29][cH:30]2)[cH:2][cH:3][cH:4][cH:5][cH:6]1. The reactants are C(C)(=O)NC1=CC2=C(C(CCO2)=O)C=C1OC1=CC=CC=C1 (7-acetylamino-2,3-dihydro-6-phenoxy-4H-1-benzopyran-4-one), Cl (hydrochloric acid), ice water. The solvent is C(C)O (ethanol). The product is NC1=CC2=C(C(CCO2)=O)C=C1OC1=CC=CC=C1 (7-amino-2,3-dihydro-6-phenoxy-4H-1-benzopyran-4-one). Isolated yield 92.2%. As a reaction SMILES: C([NH:4][C:5]1[C:15]([O:16][C:17]2[CH:22]=[CH:21][CH:20]=[CH:19][CH:18]=2)=[CH:14][C:8]2[C:9](=[O:13])[CH2:10][CH2:11][O:12][C:7]=2[CH:6]=1)(=O)C.Cl>C(O)C>[NH2:4][C:5]1[C:15]([O:16][C:17]2[CH:18]=[CH:19][CH:20]=[CH:21][CH:22]=2)=[CH:14][C:8]2[C:9](=[O:13])[CH2:10][CH2:11][O:12][C:7]=2[CH:6]=1. Procedure: There were mixed 29.7 g of 7-acetylamino-2,3-dihydro-6-phenoxy-4H-1-benzopyran-4-one, 30 ml of ethanol and 300 ml of 6N hydrochloric acid. The mixture was refluxed for 1 hour. The reaction mixture was introduced into 3 liters of ice water. The resulting crystal was collected by filtration and recrystallized from ethanol to obtain 23.5 g (yield: 92.2%) of 7-amino-2,3-dihydro-6-phenoxy-4H-1-benzopyran-4-one having a melting point of 154°-155° C. The reactants are CC1=NN(C(=N1)C)C1=CC(=NC(=N1)C)N1CC(C1)C(=O)OC (Methyl 1-(6-(3,5-dimethyl-1H-1,2,4-triazol-1-yl)-2-methylpyrimidin-4-yl)azetidine-3-carboxylate), C[Si]([O-])(C)C.[K+] (potassium trimethylsilanolate). Solvent: C1CCOC1 (THF). Conditions: time 1 hour. The product is CC1=NN(C(=N1)C)C1=CC(=NC(=N1)C)N1CC(C1)C(=O)O (1-(6-(3,5-Dimethyl-1H-1,2,4-triazol-1-yl)-2-methylpyrimidin-4-yl)azetidine-3-carboxylic acid). RXN SMILES: [CH3:1][C:2]1[N:6]=[C:5]([CH3:7])[N:4]([C:8]2[N:13]=[C:12]([CH3:14])[N:11]=[C:10]([N:15]3[CH2:18][CH:17]([C:19]([O:21]C)=[O:20])[CH2:16]3)[CH:9]=2)[N:3]=1.C[Si](C)(C)[O-].[K+]>C1COCC1>[CH3:1][C:2]1[N:6]=[C:5]([CH3:7])[N:4]([C:8]2[N:13]=[C:12]([CH3:14])[N:11]=[C:10]([N:15]3[CH2:18][CH:17]([C:19]([OH:21])=[O:20])[CH2:16]3)[CH:9]=2)[N:3]=1 |f:1.2|. Procedure: Compound 107-1 (429 mg, 1.42 mmol) was dissolved in THF (10 mL) and treated with potassium trimethylsilanolate (273 mg, 2.13 mmol). After stirring for 1 h, the mixture was concentrated in vacuo to provide 107-2 that was used directly in the next step.